From a dataset of the Open Reaction Database (ORD), a public repository of structured organic reaction records. describe an organic reaction: reactants, conditions, products, and yield The reactants are O=C([O-])[O-], COc1cncc(-c2ccc3nc(N)sc3c2)c1, Clc1cnccn1, [Cs+], [Cs+]. Yields the product COc1cncc(-c2ccc3nc(Nc4cnccn4)sc3c2)c1. RXN SMILES: [C:19](=[O:20])([O-:21])[O-:22].[CH3:1][O:2][c:3]1[cH:4][c:5](-[c:9]2[cH:10][c:11]3[c:12]([n:13][c:14]([NH2:16])[s:15]3)[cH:17][cH:18]2)[cH:6][n:7][cH:8]1.[Cl:25][c:26]1[n:27][cH:28][cH:29][n:30][cH:31]1.[Cs+:23].[Cs+:24]>>[CH3:1][O:2][c:3]1[cH:4][c:5](-[c:9]2[cH:10][c:11]3[c:12]([n:13][c:14]([NH:16][c:26]4[n:27][cH:28][cH:29][n:30][cH:31]4)[s:15]3)[cH:17][cH:18]2)[cH:6][n:7][cH:8]1. Starting materials: ClC1=CN=CC2=CC=C(C=C12)F (4-Chloro-6-fluoro-isoquinoline), C(C)(C)(C)OC(N[C@@H]1CC[C@@H](CC1)O)=O (cis-(4-hydroxy-cyclohexyl)-carbamic acid tert-butyl ester). Yields the product ClC1=CN=CC2=CC=C(C=C12)O[C@H]1CC[C@H](CC1)N (cis-4-(4-Chloro-isoquinolin-6-yloxy)-cyclohexylamine). RXN SMILES: [Cl:1][C:2]1[C:11]2[C:6](=[CH:7][CH:8]=[C:9](F)[CH:10]=2)[CH:5]=[N:4][CH:3]=1.C(OC(=O)[NH:19][C@H:20]1[CH2:25][CH2:24][C@@H:23]([OH:26])[CH2:22][CH2:21]1)(C)(C)C>>[Cl:1][C:2]1[C:11]2[C:6](=[CH:7][CH:8]=[C:9]([O:26][C@@H:23]3[CH2:24][CH2:25][C@H:20]([NH2:19])[CH2:21][CH2:22]3)[CH:10]=2)[CH:5]=[N:4][CH:3]=1. Procedure: Starting from 4-chloro-6-fluoro-isoquinoline (9) and cis-(4-hydroxy-cyclohexyl)-carbamic acid tert-butyl ester the title compound was prepared as hydrochloride by the method described for trans-[4-(5-chloro-isoquinolin-6-yloxy)-cyclohexyl]-carbamic acid tert-butyl ester (10) followed by deprotection using 4M hydrochloric acid in isopropanol. Rt=0.79 min (Method #1). Detected mass: 277.1/279.1 (M+H+). The yield is 93.4%. Procedure details: A solution of 6-[((E)-{4-[(4-chlorophenyl)ethynyl]phenyl}methylidene)amino]-2,2-dimethyl-4H-1,3-benzodioxin-4-one (3.73 g, 8.97 mmol), sodium triacetoxyborohydride (5.70 g, 26.9 mmol) and acetic acid (0.77 mL, 13.5 mmol) in anhydrous DCE (120 mL) was stirred for 48 hrs at rt. Then the reaction mixture was diluted with water (150 mL) and an aqueous saturated solution of NaHCO3 (100 mL) and extracted with DCM (250 mL and 100 mL). The combined organic layers were dried over MgSO4 and evaporated und... The product is ClC1=CC=C(C=C1)C#CC1=CC=C(CNC2=CC3=C(OC(OC3=O)(C)C)C=C2)C=C1 (6-({4-[(4-chlorophenyl)ethynyl]benzyl}amino)-2,2-dimethyl-4H-1,3-benzodioxin-4-one). Reactants: ClC1=CC=C(C=C1)C#CC1=CC=C(C=C1)\C=N\C1=CC2=C(OC(OC2=O)(C)C)C=C1 (6-[((E)-{4-[(4-chlorophenyl)ethynyl]phenyl}methylidene)amino]-2,2-dimethyl-4H-1,3-benzodioxin-4-one), C(C)(=O)O[BH-](OC(C)=O)OC(C)=O.[Na+] (sodium triacetoxyborohydride), C(C)(=O)O (acetic acid). Reaction SMILES: [Cl:1][C:2]1[CH:7]=[CH:6][C:5]([C:8]#[C:9][C:10]2[CH:15]=[CH:14][C:13](/[CH:16]=[N:17]/[C:18]3[CH:30]=[CH:29][C:21]4[O:22][C:23]([CH3:28])([CH3:27])[O:24][C:25](=[O:26])[C:20]=4[CH:19]=3)=[CH:12][CH:11]=2)=[CH:4][CH:3]=1.C(O[BH-](OC(=O)C)OC(=O)C)(=O)C.[Na+].C(O)(=O)C>ClCCCl.O>[Cl:1][C:2]1[CH:3]=[CH:4][C:5]([C:8]#[C:9][C:10]2[CH:15]=[CH:14][C:13]([CH2:16][NH:17][C:18]3[CH:30]=[CH:29][C:21]4[O:22][C:23]([CH3:28])([CH3:27])[O:24][C:25](=[O:26])[C:20]=4[CH:19]=3)=[CH:12][CH:11]=2)=[CH:6][CH:7]=1 |f:1.2|. Run in ClCCCl (DCE), O (water). The reactants are C(\C=C\C(=O)O)(=O)O.N1CC(CCC2=C1C=CC=C2)CN (2,3,4,5-tetrahydro-[1H]-1-benzazepine-3-methanamine fumarate). The solvent is O (water). The product is N1CC(CCC2=C1C=CC=C2)CN (2,3,4,5-tetrahydro-[1H]-1-benzazepine-3-methanamine). The yield is 100.2%. Reaction SMILES: C(O)(=O)/C=C/C(O)=O.[NH:9]1[C:15]2[CH:16]=[CH:17][CH:18]=[CH:19][C:14]=2[CH2:13][CH2:12][CH:11]([CH2:20][NH2:21])[CH2:10]1>O>[NH:9]1[C:15]2[CH:16]=[CH:17][CH:18]=[CH:19][C:14]=2[CH2:13][CH2:12][CH:11]([CH2:20][NH2:21])[CH2:10]1 |f:0.1|. Procedure: 4.8 g of the fumarate salt of Example 1 were dissolved in 100 ml of refluxing water and the mixture was filtered and cooled. The filtrate was made alkaline with a concentrated ammonium solution and was extracted with methylene chloride. The organic extracts were washed with water, dried over magnesium sulfate and filtered. The filtrate was evaporated to dryness under reduced pressure to obtain 2.9 g of 2,3,4,5-tetrahydro-[1H]-1-benzazepine-3-methanamine in the form of a yellow oil which was cool... Reactants: C([O-])(O)=O.[Na+] (sodium bicarbonate), OC(C1CCN(CC1)CCCN)(C1=CC=CC=C1)C1=CC=CC=C1 (4-(hydroxydiphenylmethyl)-1-piperidinepropanamine), ClC=1C=CC=2N(N1)C=C(N2)C(C(=O)OCC)(C)C (ethyl 2-(6-chloroimidazo[1,2-b]pyridazin-2-yl)-2-methylpropionate). Solvent: C(C)O (ethanol). Product: Cl.Cl.OC(C1CCN(CC1)CCCNC=1C=CC=2N(N1)C=C(N2)C(C(=O)OCC)(C)C)(C2=CC=CC=C2)C2=CC=CC=C2 (ethyl 2-[6-[3-[4-(hydroxydiphenylmethyl) piperidino]propylamino]imidazo[1,2-b]pyridazin-2-yl]-2-methylpropionate dihydrochloride). Isolated yield 78.3%. RXN SMILES: [OH:1][C:2]([C:19]1[CH:24]=[CH:23][CH:22]=[CH:21][CH:20]=1)([C:13]1[CH:18]=[CH:17][CH:16]=[CH:15][CH:14]=1)[CH:3]1[CH2:8][CH2:7][N:6]([CH2:9][CH2:10][CH2:11][NH2:12])[CH2:5][CH2:4]1.[Cl:25][C:26]1[CH:27]=[CH:28][C:29]2[N:30]([CH:32]=[C:33]([C:35]([CH3:42])([CH3:41])[C:36]([O:38][CH2:39][CH3:40])=[O:37])[N:34]=2)[N:31]=1.C(=O)(O)[O-].[Na+]>C(O)C>[ClH:25].[ClH:25].[OH:1][C:2]([C:19]1[CH:24]=[CH:23][CH:22]=[CH:21][CH:20]=1)([C:13]1[CH:14]=[CH:15][CH:16]=[CH:17][CH:18]=1)[CH:3]1[CH2:4][CH2:5][N:6]([CH2:9][CH2:10][CH2:11][NH:12][C:26]2[CH:27]=[CH:28][C:29]3[N:30]([CH:32]=[C:33]([C:35]([CH3:41])([CH3:42])[C:36]([O:38][CH2:39][CH3:40])=[O:37])[N:34]=3)[N:31]=2)[CH2:7][CH2:8]1 |f:2.3,5.6.7|. Reported procedure: 427 mg of 4-(hydroxydiphenylmethyl)-1-piperidinepropanamine and 235 mg of ethyl 2-(6-chloroimidazo[1,2-b]pyridazin-2-yl)-2-methylpropionate were stirred at 160° C. for 3.5 hours. After cooling, ethanol and saturated aqueous sodium bicarbonate were added, followed by extraction with ethyl acetate; the extract was washed with saturated saline and dried with magnesium sulfate. The solution was concentrated under reduced pressure; the residue was subjected to silica gel column chromatography and elu... The reactants are ClC(Cl)Cl, O=C(OO)c1cccc(Cl)c1, Cc1cc(C(F)(C(F)(F)F)C(F)(F)F)ccc1N1C(=O)c2cccnc2C1=O, [Na+], O=C([O-])O. Yields the product Cc1cc(C(F)(C(F)(F)F)C(F)(F)F)ccc1N1C(=O)c2ccc[n+]([O-])c2C1=O. RXN SMILES: [CH:45]([Cl:46])([Cl:47])[Cl:48].[Cl:29][c:30]1[cH:31][cH:32][cH:33][c:34]([C:35]([O:36][OH:38])=[O:37])[cH:39]1.[F:1][C:2]([C:3]([F:4])([F:5])[F:6])([C:7]([F:8])([F:9])[F:10])[c:11]1[cH:12][c:13]([CH3:28])[c:14]([N:17]2[C:18](=[O:19])[c:20]3[n:21][cH:22][cH:23][cH:24][c:25]3[C:26]2=[O:27])[cH:15][cH:16]1.[Na+:40].[OH:41][C:42](=[O:43])[O-:44]>>[F:1][C:2]([C:3]([F:4])([F:5])[F:6])([C:7]([F:8])([F:9])[F:10])[c:11]1[cH:12][c:13]([CH3:28])[c:14]([N:17]2[C:18](=[O:19])[c:20]3[n+:21]([O-:37])[cH:22][cH:23][cH:24][c:25]3[C:26]2=[O:27])[cH:15][cH:16]1.